This data is from the Open Reaction Database (ORD), a public repository of structured organic reaction records. The task is: describe an organic reaction: reactants, conditions, products, and yield Reactants: C=CCN(C(=O)OCc1ccc([N+](=O)[O-])cc1)C1CCN(CC2CC(N(C)C(=O)OC(C)(C)C)CC2c2ccccc2)CC1, CS(=O)(=O)Cl. Yields the product C=CCN(C(=O)OCc1ccc([N+](=O)[O-])cc1)C1CCN(CC2CC(N(C)S(C)(=O)=O)CC2c2ccccc2)CC1. Reaction SMILES: [CH3:1][N:2]([C:3]([O:4][C:5]([CH3:6])([CH3:7])[CH3:8])=[O:9])[CH:10]1[CH2:11][CH:12]([CH2:21][N:22]2[CH2:23][CH2:24][CH:25]([N:28]([CH2:29][CH:30]=[CH2:31])[C:32](=[O:33])[O:34][CH2:35][c:36]3[cH:37][cH:38][c:39]([N+:42](=[O:43])[O-:44])[cH:40][cH:41]3)[CH2:26][CH2:27]2)[CH:13]([c:15]2[cH:16][cH:17][cH:18][cH:19][cH:20]2)[CH2:14]1.[CH3:45][S:46](=[O:47])(=[O:48])[Cl:49]>>[CH3:1][N:2]([CH:10]1[CH2:11][CH:12]([CH2:21][N:22]2[CH2:23][CH2:24][CH:25]([N:28]([CH2:29][CH:30]=[CH2:31])[C:32](=[O:33])[O:34][CH2:35][c:36]3[cH:37][cH:38][c:39]([N+:42](=[O:43])[O-:44])[cH:40][cH:41]3)[CH2:26][CH2:27]2)[CH:13]([c:15]2[cH:16][cH:17][cH:18][cH:19][cH:20]2)[CH2:14]1)[S:46]([CH3:45])(=[O:47])=[O:48]. The reactants are COCCOC1=CC=C(OCC2CO2)C=C1 (3-(4-(2-methoxyethoxy)phenoxy)-1,2-epoxypropane), S(=O)(=O)([O-])[O-] (sulphate), NCCNC(=O)N1CCOCC1 (N-2-aminoethyl-4-morpholinecarboxamide), C(=O)([O-])[O-].[K+].[K+] (K2CO3). Run in CC(C)O (2-propanol). The product is OC(CNCCNC(=O)N1CCOCC1)COC1=CC=C(C=C1)OCCOC (N-(2-((2-hydroxy-3-(4-(2-methoxyethoxy)-phenoxy)propyl)amino)ethyl)-4-morpholinecarboxamide). Reaction SMILES: [CH3:1][O:2][CH2:3][CH2:4][O:5][C:6]1[CH:16]=[CH:15][C:9]([O:10][CH2:11][CH:12]2[O:14][CH2:13]2)=[CH:8][CH:7]=1.S([O-])([O-])(=O)=O.[NH2:22][CH2:23][CH2:24][NH:25][C:26]([N:28]1[CH2:33][CH2:32][O:31][CH2:30][CH2:29]1)=[O:27].C([O-])([O-])=O.[K+].[K+]>CC(O)C>[OH:14][CH:12]([CH2:11][O:10][C:9]1[CH:15]=[CH:16][C:6]([O:5][CH2:4][CH2:3][O:2][CH3:1])=[CH:7][CH:8]=1)[CH2:13][NH:22][CH2:23][CH2:24][NH:25][C:26]([N:28]1[CH2:33][CH2:32][O:31][CH2:30][CH2:29]1)=[O:27] |f:3.4.5|. Procedure: 4 g of 3-(4-(2-methoxyethoxy)phenoxy)-1,2-epoxypropane, 5.8 g of the sulphate of N-2-aminoethyl-4-morpholinecarboxamide, and 5.8 g of K2CO3 were refluxed in 2-propanol for 2 days. The mixture was filtered and concentrated in vacuo. The residue was dissolved in methylene chloride and washed with H2O. The organic phase was dried over Na2SO4, filtered and evaporated. The product was recrystallized from ethyl acetate. Yield 2.3 g. Melting point 69° C. (base). The structure was determined using NMR a... Starting materials: [Al+3], CCOC(=O)CC1CCN(C(C)C)CC1, [H-], [H-], [H-], [H-], [Li+], [Mg+2], [Na+], O=S(=O)([O-])[O-], C1CCOC1, [OH-], O. Yields the product CC(C)N1CCC(CCO)CC1. Reaction SMILES: [Al+3:2].[CH:7]([CH3:8])([CH3:9])[N:10]1[CH2:11][CH2:12][CH:13]([CH2:16][C:17](=[O:18])[O:19][CH2:20][CH3:21])[CH2:14][CH2:15]1.[H-:1].[H-:4].[H-:5].[H-:6].[Li+:3].[Mg+2:24].[Na+:23].[O-:25][S:26](=[O:27])(=[O:28])[O-:29].[O:30]1[CH2:31][CH2:32][CH2:33][CH2:34]1.[OH-:22].[OH2:35]>>[CH:7]([CH3:8])([CH3:9])[N:10]1[CH2:11][CH2:12][CH:13]([CH2:16][CH2:17][OH:18])[CH2:14][CH2:15]1. Starting materials: FC1=CC=C2C(C(C(C3(CCOCC3)C2=C1F)=O)C(=O)OCC)O (ethyl 7,8-difluoro-4-hydroxy-2-oxo-2′,3′,5′,6′-tetrahydro-4H-spiro[naphthalene-1,4′-pyran]-3-carboxylate), Cl.NCC(=O)OC(C)(C)C (tert-butyl 2-aminoacetate hydrochloride), C(C)N(C(C)C)C(C)C (N-ethyl-N-isopropylpropan-2-amine). Run in O (H2O), CCOC(=O)C (EtOAc), O1CCOCC1 (dioxane). Conditions: temperature 120 celsius, time 1.5 hour. Product: FC1=CC=C2C(C(=C(C3(CCOCC3)C2=C1F)O)C(=O)NCC(=O)OC(C)(C)C)=O (t-butyl N-((7,8-difluoro-2-hydroxy-4-oxo-2′,3′,5′,6′-tetrahydro-4H-spiro[naphthalene-1,4′-pyran]-3-yl)carbonyl)glycinate). The yield is 45.2%. Reaction SMILES: [F:1][C:2]1[C:16]([F:17])=[C:15]2[C:5]([CH:6]([OH:24])[CH:7]([C:19](OCC)=[O:20])[C:8](=[O:18])[C:9]32[CH2:14][CH2:13][O:12][CH2:11][CH2:10]3)=[CH:4][CH:3]=1.Cl.[NH2:26][CH2:27][C:28]([O:30][C:31]([CH3:34])([CH3:33])[CH3:32])=[O:29].C(N(C(C)C)C(C)C)C>O1CCOCC1.O.CCOC(C)=O>[F:1][C:2]1[C:16]([F:17])=[C:15]2[C:5]([C:6](=[O:24])[C:7]([C:19]([NH:26][CH2:27][C:28]([O:30][C:31]([CH3:34])([CH3:33])[CH3:32])=[O:29])=[O:20])=[C:8]([OH:18])[C:9]32[CH2:10][CH2:11][O:12][CH2:13][CH2:14]3)=[CH:4][CH:3]=1 |f:1.2|. Reported procedure: A mixture of ethyl 7,8-difluoro-4-hydroxy-2-oxo-2′,3′,5′,6′-tetrahydro-4H-spiro[naphthalene-1,4′-pyran]-3-carboxylate (0.23 g, 0.68 mmol), tert-butyl 2-aminoacetate hydrochloride (0.14 g, 0.82 mmol) in 3 mL dioxane was treated with N-ethyl-N-isopropylpropan-2-amine (0.26 g, 2.0 mmol). The mixture was warmed to 120° C. and stirred for 1.5 hours. The mixture was cooled to room temperature, diluted with 20 mL H2O, and 100 mL EtOAc. The organic layer was separated, washed with 20 mL 1N HCl, saturate... Starting materials: [BH4-], CO, Cc1c(Cl)cccc1N=Cc1ccccc1Cl, [Na+], O. Product: Cc1c(Cl)cccc1NCc1ccccc1Cl. Reaction SMILES: [BH4-:20].[CH3:18][OH:19].[Cl:1][c:2]1[c:3]([CH:4]=[N:5][c:6]2[c:7]([CH3:13])[c:8]([Cl:12])[cH:9][cH:10][cH:11]2)[cH:14][cH:15][cH:16][cH:17]1.[Na+:21].[OH2:22]>>[Cl:1][c:2]1[c:3]([CH2:4][NH:5][c:6]2[c:7]([CH3:13])[c:8]([Cl:12])[cH:9][cH:10][cH:11]2)[cH:14][cH:15][cH:16][cH:17]1. Starting materials: [C-]#N.[Na+] (Sodium cyanide), BrCC=1C=C(COCCNC(OC(C)(C)C)=O)C=CC1 (tert-butyl 2-{[3-(bromomethyl)benzyl]oxy}ethylcarbamate). Reagents/catalysts: [Br-].C(C1=CC=CC=C1)[N+](CC)(CC)CC (benzyl triethylammonium bromide). The solvent is C(C)#N (acetonitrile). Reaction conditions: time 4 day. Yields the product C(#N)CC=1C=C(COCCNC(OC(C)(C)C)=O)C=CC1 (tert-Butyl 2-{[3-(cyanomethyl)benzyl]oxy}ethylcarbamate). Isolated yield 97.5%. As a reaction SMILES: [C-:1]#[N:2].[Na+].Br[CH2:5][C:6]1[CH:7]=[C:8]([CH:21]=[CH:22][CH:23]=1)[CH2:9][O:10][CH2:11][CH2:12][NH:13][C:14](=[O:20])[O:15][C:16]([CH3:19])([CH3:18])[CH3:17]>[Br-].C([N+](CC)(CC)CC)C1C=CC=CC=1.C(#N)C>[C:1]([CH2:5][C:6]1[CH:7]=[C:8]([CH:21]=[CH:22][CH:23]=1)[CH2:9][O:10][CH2:11][CH2:12][NH:13][C:14](=[O:20])[O:15][C:16]([CH3:19])([CH3:18])[CH3:17])#[N:2] |f:0.1,3.4|. Procedure details: Sodium cyanide (284 mg, 5.78 mmol) and benzyl triethylammonium bromide (63 mg, 0.23 mmol) were added to a solution of tert-butyl 2-{[3-(bromomethyl)benzyl]oxy}ethylcarbamate (preparation 103) (798 mg, 2.31 mmol) in acetonitrile (5 ml), and the reaction stirred at room temperature for 4 days. The mixture was partitioned between water and ethyl acetate and the layers separated. The organic phase was dried over MgSO4 and evaporated under reduced pressure, to afford the desired product as an oil, (6... Reactants: CC(=O)O, CCOC(=O)c1cn(-c2ccc(F)cc2F)c2cc(Cl)c(F)c(Cl)c2c1=O, O, O=S(=O)(O)O. Yields the product O=C(O)c1cn(-c2ccc(F)cc2F)c2cc(Cl)c(F)c(Cl)c2c1=O. Reaction SMILES: [CH3:28][C:29](=[O:30])[OH:31].[Cl:1][c:2]1[c:3]2[c:4](=[O:27])[c:5]([C:22](=[O:23])[O:24][CH2:25][CH3:26])[cH:6][n:7](-[c:14]3[c:15]([F:21])[cH:16][c:17]([F:20])[cH:18][cH:19]3)[c:8]2[cH:9][c:10]([Cl:13])[c:11]1[F:12].[OH2:37].[S:32](=[O:33])(=[O:34])([OH:35])[OH:36]>>[Cl:1][c:2]1[c:3]2[c:4](=[O:27])[c:5]([C:22](=[O:23])[OH:24])[cH:6][n:7](-[c:14]3[c:15]([F:21])[cH:16][c:17]([F:20])[cH:18][cH:19]3)[c:8]2[cH:9][c:10]([Cl:13])[c:11]1[F:12]. Reactants: CC(=O)O[BH-](OC(C)=O)OC(C)=O, O=c1cc(OCc2ccccc2)ccn1CCc1ccc2c(c1)CCNCC2, C=O, C1CCOC1, CC(=O)O, [Na+]. The product is CN1CCc2ccc(CCn3ccc(OCc4ccccc4)cc3=O)cc2CC1. RXN SMILES: [C:35]([O:36][BH-:37]([O:38][C:39](=[O:40])[CH3:41])[O:42][C:43](=[O:44])[CH3:45])(=[O:46])[CH3:47].[CH2:1]([c:2]1[cH:3][cH:4][cH:5][cH:6][cH:7]1)[O:8][c:9]1[cH:10][c:11](=[O:28])[n:12]([CH2:15][CH2:16][c:17]2[cH:18][c:19]3[c:20]([cH:26][cH:27]2)[CH2:21][CH2:22][NH:23][CH2:24][CH2:25]3)[cH:13][cH:14]1.[CH2:29]=[O:30].[CH2:49]1[O:50][CH2:51][CH2:52][CH2:53]1.[CH3:31][C:32](=[O:33])[OH:34].[Na+:48]>>[CH2:1]([c:2]1[cH:3][cH:4][cH:5][cH:6][cH:7]1)[O:8][c:9]1[cH:10][c:11](=[O:28])[n:12]([CH2:15][CH2:16][c:17]2[cH:18][c:19]3[c:20]([cH:26][cH:27]2)[CH2:21][CH2:22][N:23]([CH3:31])[CH2:24][CH2:25]3)[cH:13][cH:14]1.